Dataset: the Open Reaction Database (ORD), a public repository of structured organic reaction records. Task: describe an organic reaction: reactants, conditions, products, and yield The reactants are CCOC(=O)c1c(-c2ccccc2OC)csc1N, CC(=O)O, O=C1OC(=O)c2ccccc21. Yields the product CCOC(=O)c1c(-c2ccccc2OC)csc1N1C(=O)c2ccccc2C1=O. As a reaction SMILES: [CH2:1]([CH3:2])[O:3][C:4](=[O:5])[c:6]1[c:7]([NH2:19])[s:8][cH:9][c:10]1-[c:11]1[c:12]([O:17][CH3:18])[cH:13][cH:14][cH:15][cH:16]1.[CH3:31][C:32](=[O:33])[OH:34].[O:20]=[C:21]1[O:22][C:23](=[O:24])[c:25]2[cH:26][cH:27][cH:28][cH:29][c:30]21>>[CH2:1]([CH3:2])[O:3][C:4](=[O:5])[c:6]1[c:7]([N:19]2[C:21](=[O:20])[c:30]3[c:25]([cH:26][cH:27][cH:28][cH:29]3)[C:23]2=[O:22])[s:8][cH:9][c:10]1-[c:11]1[c:12]([O:17][CH3:18])[cH:13][cH:14][cH:15][cH:16]1.